From a dataset of the Open Reaction Database (ORD), a public repository of structured organic reaction records. describe an organic reaction: reactants, conditions, products, and yield The reactants are NCCCOC1=C(C(=O)NC2=C(C=C(C(=O)N(C3=C(C=C(C=C3)C)OCCCCCC(=O)N3CCC(CC3)N(C)C)C)C=C2)OC)C=CC=C1 (4-[2-(3-aminoprop-1-yl)oxybenzoyl]amino-3-methoxy-N-methyl-N-[2-[5-(4-dimethylaminopiperidin-1-yl)carbonylpent-1-yl]oxy-4-methylphenyl]benzamide), COC(N)=N (O-methylisourea). Solvent: C(C)O (ethanol). Yields the product N(C(=N)N)CCCOC1=C(C(=O)NC2=C(C=C(C(=O)N(C3=C(C=C(C=C3)C)OCCCCCC(=O)N3CCC(CC3)N(C)C)C)C=C2)OC)C=CC=C1 (4-[2-(3-guanidinoprop-1-yl)oxybenzoyl]amino-3-methoxy-N-methyl-N-[2-[5-(4-dimethylaminopiperidin-1-yl)carbonylpent-1-yl]oxy-4-methylphenyl]benzamide). Isolated yield 18.2%. As a reaction SMILES: [NH2:1][CH2:2][CH2:3][CH2:4][O:5][C:6]1[CH:50]=[CH:49][CH:48]=[CH:47][C:7]=1[C:8]([NH:10][C:11]1[CH:44]=[CH:43][C:14]([C:15]([N:17]([CH3:42])[C:18]2[CH:23]=[CH:22][C:21]([CH3:24])=[CH:20][C:19]=2[O:25][CH2:26][CH2:27][CH2:28][CH2:29][CH2:30][C:31]([N:33]2[CH2:38][CH2:37][CH:36]([N:39]([CH3:41])[CH3:40])[CH2:35][CH2:34]2)=[O:32])=[O:16])=[CH:13][C:12]=1[O:45][CH3:46])=[O:9].CO[C:53](=[NH:55])[NH2:54]>C(O)C>[NH:1]([CH2:2][CH2:3][CH2:4][O:5][C:6]1[CH:50]=[CH:49][CH:48]=[CH:47][C:7]=1[C:8]([NH:10][C:11]1[CH:44]=[CH:43][C:14]([C:15]([N:17]([CH3:42])[C:18]2[CH:23]=[CH:22][C:21]([CH3:24])=[CH:20][C:19]=2[O:25][CH2:26][CH2:27][CH2:28][CH2:29][CH2:30][C:31]([N:33]2[CH2:38][CH2:37][CH:36]([N:39]([CH3:40])[CH3:41])[CH2:35][CH2:34]2)=[O:32])=[O:16])=[CH:13][C:12]=1[O:45][CH3:46])=[O:9])[C:53]([NH2:55])=[NH:54]. Reported procedure: A mixture of 4-[2-(3-aminoprop-1-yl)oxybenzoyl]amino-3-methoxy-N-methyl-N-[2-[5-(4-dimethylaminopiperidin-1-yl)carbonylpent-1-yl]oxy-4-methylphenyl]benzamide (275 mg) and O-methylisourea (44 mg) in ethanol (5 ml) was refluxed for 3 days. The solvent was evaporated in vacuo and the residue was purified on basic silica gel column chromatography (SiO2 17 g, 1-80% methanol in chloroform) to give 4-[2-(3-guanidinoprop-1-yl)oxybenzoyl]amino-3-methoxy-N-methyl-N-[2-[5-(4-dimethylaminopiperidin-1-yl)car... Yields the product C1(CCC1)C1=NOC(=N1)C1CN(CC(C1)C1=CC=C(C=C1)OC(F)(F)F)C(=O)N1CCOCC1 ({3-(3-Cyclobutyl-1,2,4-oxadiazol-5-yl)-5-[4-(trifluoromethoxy)phenyl]piperidin-1-yl}(morpholin-4-yl)methanone). Reaction SMILES: [N:1]1([C:7]([N:9]2[CH2:14][CH:13]([C:15]3[CH:20]=[CH:19][C:18]([O:21][C:22]([F:25])([F:24])[F:23])=[CH:17][CH:16]=3)[CH2:12][CH:11]([C:26]([OH:28])=O)[CH2:10]2)=[O:8])[CH2:6][CH2:5][O:4][CH2:3][CH2:2]1.O[N:30]=[C:31]([CH:33]1[CH2:36][CH2:35][CH2:34]1)[NH2:32]>>[CH:33]1([C:31]2[N:32]=[C:26]([CH:11]3[CH2:12][CH:13]([C:15]4[CH:20]=[CH:19][C:18]([O:21][C:22]([F:23])([F:25])[F:24])=[CH:17][CH:16]=4)[CH2:14][N:9]([C:7]([N:1]4[CH2:6][CH2:5][O:4][CH2:3][CH2:2]4)=[O:8])[CH2:10]3)[O:28][N:30]=2)[CH2:36][CH2:35][CH2:34]1. Reactants: N1(CCOCC1)C(=O)N1CC(CC(C1)C1=CC=C(C=C1)OC(F)(F)F)C(=O)O (1-(Morpholin-4-ylcarbonyl)-5-[4-(trifluoromethoxy)phenyl]piperidine-3-carboxylic acid), ON=C(N)C1CCC1 (N′-hydroxycyclobutanecarboximidamide). Reported procedure: 150 mg (0.373 mmol) of the compound from Example 44A and 85 mg (0.746 mmol) of N′-hydroxycyclobutanecarboximidamide were reacted according to the General Method 2. Yield: 58 mg (48% of theory) The reactants are ON1C(C=2C(C1=O)=CC=CC2)=O (N-hydroxyphthalimide), COC=1C2=CC=CC=C2C(=C2C=CC(=CC12)S(=O)(=O)Cl)OC (9,10-dimethoxyanthracene-2-sulfonyl chloride), O1CCCC1 (tetrahydrofuran). The solvent is C(C)N(CC)CC (triethylamine). The product is COC=1C2=CC=CC=C2C(=C2C=CC(=CC12)S(=O)(=O)ON1C(C=2C(C1=O)=CC=CC2)=O)OC (N-(9,10-Dimethoxyanthracene-2-sulfonyloxy)phthalimide). Reaction SMILES: [OH:1][N:2]1[C:6](=[O:7])[C:5]2=[CH:8][CH:9]=[CH:10][CH:11]=[C:4]2[C:3]1=[O:12].[CH3:13][O:14][C:15]1[C:16]2[C:21]([C:22]([O:33][CH3:34])=[C:23]3[C:28]=1[CH:27]=[C:26]([S:29](Cl)(=[O:31])=[O:30])[CH:25]=[CH:24]3)=[CH:20][CH:19]=[CH:18][CH:17]=2.O1CCCC1>C(N(CC)CC)C>[CH3:13][O:14][C:15]1[C:16]2[C:21]([C:22]([O:33][CH3:34])=[C:23]3[C:28]=1[CH:27]=[C:26]([S:29]([O:1][N:2]1[C:3](=[O:12])[C:4]4=[CH:11][CH:10]=[CH:9][CH:8]=[C:5]4[C:6]1=[O:7])(=[O:31])=[O:30])[CH:25]=[CH:24]3)=[CH:20][CH:19]=[CH:18][CH:17]=2. Procedure: A mixture of 0.98 g of N-hydroxyphthalimide, 2.02 g of 9,10-dimethoxyanthracene-2-sulfonyl chloride and 40 ml of tetrahydrofuran was stirred on an ice bath, and 0.34 g of triethylamine was added. Reactants: CC1(C)CCC(C)(C)c2cc(C(=O)C(=O)O)ccc21, [K+], NN, [OH-], O. Yields the product CC1(C)CCC(C)(C)c2cc(CC(=O)O)ccc21. Reaction SMILES: [CH3:1][C:2]1([CH3:19])[c:3]2[cH:4][cH:5][c:6]([C:14]([C:15](=[O:16])[OH:17])=[O:18])[cH:7][c:8]2[C:9]([CH3:12])([CH3:13])[CH2:10][CH2:11]1.[K+:21].[NH2:23][NH2:24].[OH-:20].[OH2:22]>>[CH3:1][C:2]1([CH3:19])[c:3]2[cH:4][cH:5][c:6]([CH2:14][C:15](=[O:16])[OH:17])[cH:7][c:8]2[C:9]([CH3:12])([CH3:13])[CH2:10][CH2:11]1. Reactants: C(C)I (ethyl iodide), COC1=C(C(=CC=C1)OC)O (2,6-dimethoxyphenol), [OH-].[Na+] (sodium hydroxide). Run in O (water), CS(=O)C (dimethylsulfoxide), O (water). Run at temperature 50 celsius, time 4 hour. Product: COC1=C(C(=CC=C1)OC)OCC (1,3-dimethoxy-2-ethoxybenzene). Isolated yield 56.8%. RXN SMILES: [CH3:1][O:2][C:3]1[CH:8]=[CH:7][CH:6]=[C:5]([O:9][CH3:10])[C:4]=1[OH:11].[OH-].[Na+].[CH2:14](I)[CH3:15]>CS(C)=O.O>[CH3:10][O:9][C:5]1[CH:6]=[CH:7][CH:8]=[C:3]([O:2][CH3:1])[C:4]=1[O:11][CH2:14][CH3:15] |f:1.2|. Procedure: To a stirred solution of 2,6-dimethoxyphenol (10 g) in dimethylsulfoxide (100 ml) under nitrogen was added a solution of sodium hydroxide (3.2 g) in water (20 ml). The mixture was warmed to 50° C., ethyl iodide (12.4 g) added, and stirring continued at 50° C. for 4 hours. The product was poured into 1 liter of water and the mixture extracted with diethyl ether. The extract was washed sequentially with 20% potassium hydroxide, water, and brine, and then dried over magnesium sulfate. Removal of th... Reactants: C1(=CC=CC=C1)C1CCC(CC1)O (4-phenylcyclohexanol), CC(=O)OC(=O)C (acetanhydride), ice water. The reagents and catalysts are CN(C1=CC=NC=C1)C (4-dimethylaminopyridine). Run in C(C)N(CC)CC (triethylamine). Yields the product C(C)(=O)OC1CCC(CC1)C1=CC=CC=C1 (O-acetyl-4-phenylcyclohexanol). Isolated yield 91.6%. Reaction SMILES: [C:1]1([CH:7]2[CH2:12][CH2:11][CH:10]([OH:13])[CH2:9][CH2:8]2)[CH:6]=[CH:5][CH:4]=[CH:3][CH:2]=1.[CH3:14][C:15](OC(C)=O)=[O:16]>CN(C)C1C=CN=CC=1.C(N(CC)CC)C>[C:15]([O:13][CH:10]1[CH2:9][CH2:8][CH:7]([C:1]2[CH:6]=[CH:5][CH:4]=[CH:3][CH:2]=2)[CH2:12][CH2:11]1)(=[O:16])[CH3:14]. Procedure: To a mixture of 20.3 g (0.115 mol) of 4-phenylcyclohexanol, 14.2 ml (0.15 mol) of acetanhydride and 29 ml of triethylamine are added, with stirring and at ambient temperature, 2.3 g (0.02 mol) of 4-dimethylaminopyridine, a clear solution being produced in an exothermic reaction. This is heated to 80° C. for 3 hours and the reaction mixture is then poured into ice water. The crystalline product precipitated is suction filtered, dissolved in ether, washed with sodium bicarbonate solution, dried an... Reactants: CNC(=O)c1nc(Br)c(C)n(-c2cccc(C(F)(F)F)c2)c1=O, CCCC[Sn](CCCC)(CCCC)c1cnnn1-c1ccc(C#N)cc1, COCCOC. Product: CNC(=O)c1nc(-c2cnnn2-c2ccc(C#N)cc2)c(C)n(-c2cccc(C(F)(F)F)c2)c1=O. RXN SMILES: [Br:27][c:28]1[c:29]([CH3:49])[n:30](-[c:39]2[cH:40][c:41]([C:45]([F:46])([F:47])[F:48])[cH:42][cH:43][cH:44]2)[c:31](=[O:38])[c:32]([C:34](=[O:35])[NH:36][CH3:37])[n:33]1.[CH2:1]([Sn:2]([CH2:3][CH2:4][CH2:5][CH3:19])([c:6]1[cH:7][n:8][n:9][n:10]1-[c:11]1[cH:12][cH:13][c:14]([C:15]#[N:16])[cH:17][cH:18]1)[CH2:20][CH2:21][CH2:22][CH3:23])[CH2:24][CH2:25][CH3:26].[CH3:50][O:51][CH2:52][CH2:53][O:54][CH3:55]>>[c:6]1(-[c:28]2[c:29]([CH3:49])[n:30](-[c:39]3[cH:40][c:41]([C:45]([F:46])([F:47])[F:48])[cH:42][cH:43][cH:44]3)[c:31](=[O:38])[c:32]([C:34](=[O:35])[NH:36][CH3:37])[n:33]2)[cH:7][n:8][n:9][n:10]1-[c:11]1[cH:12][cH:13][c:14]([C:15]#[N:16])[cH:17][cH:18]1.